This data is from the Open Reaction Database (ORD), a public repository of structured organic reaction records. The task is: describe an organic reaction: reactants, conditions, products, and yield Starting materials: COS(=O)(=O)OC (Dimethylsulphate), CC1=C(C(=O)C=CO1)O (maltol), 5h. The solvent is [OH-].[K+] (potassium hydroxide). Product: COC1=C(OC=CC1=O)C (3-Methoxy-2-methyl-4-pyranone). Yield: 36749.8%. As a reaction SMILES: [CH3:1]OS(OC)(=O)=O.[CH3:8][C:9]1[O:15][CH:14]=[CH:13][C:11](=[O:12])[C:10]=1[OH:16]>[OH-].[K+]>[CH3:1][O:16][C:10]1[C:11](=[O:12])[CH:13]=[CH:14][O:15][C:9]=1[CH3:8] |f:2.3|. Procedure details: Dimethylsulphate (3.8 ml, 5.05 g, 0.04 mmol) was added to a solution of maltol (5.0 g, 0.04 mmol) in 10% aqueous potassium hydroxide (22.5 ml). After stirring for 5h the reaction mixture was extracted into CH2Cl2 (x3). The organic extract was dried (MgSO4) and concentrated under reduced pressure. The residue was chromatographed on silica gel 60 eluting with 60% ethyl acetate in hexane to give the title compound (2.06 g, 37%) as a pale yellow oil; νmax (film) 3080, 1620, and 1580 cm-1 ; δH (CDCl3... Product: COCOc1ccc(OCOC)c(C2CC(C)CC2C(=O)N(C)OC)c1. The reactants are C1CCOC1, COCOc1ccc(OCOC)c(C2CC(C)CC2C(=O)OC)c1, CNOC, CC(C)[Mg+], [Cl-], Cl. As a reaction SMILES: [CH2:35]1[O:36][CH2:37][CH2:38][CH2:39]1.[CH3:1][O:2][C:3](=[O:4])[CH:5]1[CH:6]([c:11]2[c:12]([O:21][CH2:22][O:23][CH3:24])[cH:13][cH:14][c:15]([O:17][CH2:18][O:19][CH3:20])[cH:16]2)[CH2:7][CH:8]([CH3:10])[CH2:9]1.[CH3:26][NH:27][O:28][CH3:29].[CH:31]([Mg+:32])([CH3:33])[CH3:34].[Cl-:30].[ClH:25]>>[C:3](=[O:4])([CH:5]1[CH:6]([c:11]2[c:12]([O:21][CH2:22][O:23][CH3:24])[cH:13][cH:14][c:15]([O:17][CH2:18][O:19][CH3:20])[cH:16]2)[CH2:7][CH:8]([CH3:10])[CH2:9]1)[N:27]([CH3:26])[O:28][CH3:29]. Starting materials: COC1=CC2=C(C(=NO2)C2N(CCNC2)C2=CC=NC=C2)C=C1 (6-methoxy-3-[1-(4-pyridyl)piperazinyl]-1,2-benzisoxazole), sodium ethylthiolate, C(C)(=O)O (acetic acid). Solvent: CN(C)C=O (DMF). Yields the product N1=CC=C(C=C1)N1C(CNCC1)C1=NOC2=C1C=CC(=C2)O (3-[1-(4-Pyridyl)piperazinyl]-1,2-benzisoxazol-6-ol). Isolated yield 65.8%. RXN SMILES: C[O:2][C:3]1[CH:23]=[CH:22][C:6]2[C:7]([CH:10]3[CH2:15][NH:14][CH2:13][CH2:12][N:11]3[C:16]3[CH:21]=[CH:20][N:19]=[CH:18][CH:17]=3)=[N:8][O:9][C:5]=2[CH:4]=1.C(O)(=O)C>CN(C=O)C>[N:19]1[CH:18]=[CH:17][C:16]([N:11]2[CH2:12][CH2:13][NH:14][CH2:15][CH:10]2[C:7]2[C:6]3[CH:22]=[CH:23][C:3]([OH:2])=[CH:4][C:5]=3[O:9][N:8]=2)=[CH:21][CH:20]=1. Procedure details: A stirred solution of 6-methoxy-3-[1-(4-pyridyl)piperazinyl]-1,2-benzisoxazole (1.75 g) and sodium ethylthiolate (0.79 g) in DMF (30 ml) was heated to 105-107° C. under N2 and 3 hours. TLC (silica gel 30% MeOH/CH2Cl2) showed no presence of starting material. Glacial acetic acid (5 ml) was added and the solvent was removed in vacuo. The residue was flash chromatographed (silica gel) eluting with 10% MeOH/CH2Cl2 to afford 1.1 g of material. The material was further purified through recrystallizati... Reactants: N1CCCC2=CC=C(N=C12)CCCC(=O)OCC (Ethyl 4-(1,2,3,4-tetrahydro-1,8-naphthyridin-7-yl)butanoate), Cl (HCl). The product is Cl.N1CCCC2=CC=C(N=C12)CCCC(=O)O (4-(1,2,3,4-Tetrahydro-1,8-naphthyridin-7-yl)butanoic acid hydrochloride). As a reaction SMILES: [NH:1]1[C:10]2[C:5](=[CH:6][CH:7]=[C:8]([CH2:11][CH2:12][CH2:13][C:14]([O:16]CC)=[O:15])[N:9]=2)[CH2:4][CH2:3][CH2:2]1.[ClH:19]>>[ClH:19].[NH:1]1[C:10]2[C:5](=[CH:6][CH:7]=[C:8]([CH2:11][CH2:12][CH2:13][C:14]([OH:16])=[O:15])[N:9]=2)[CH2:4][CH2:3][CH2:2]1 |f:2.3|. Procedure: Ester 2-4 (1.8 g, 7.25 mmol) in 36 mL 6 N HCl was heated at 50° C. for 4 h, then concentrated, providing 2-5 as a yellow solid. Starting materials: COC(=O)C1=CC2=C(NC(=N2)COC2=C(C=C(C=C2)Cl)Cl)C=C1 (2-(2,4-dichloro-phenoxymethyl)-1H-benzoimidazole-5-carboxylic acid methyl ester), O.NN (hydrazine hydrate), O (water). Solvent: C(C)(=O)OCC (ethyl acetate). Yields the product ClC1=C(OCC2=NC3=C(N2)C=CC(=C3)C(=O)NN)C=CC(=C1)Cl (2-(2,4-dichloro-phenoxymethyl)-1H-benzoimidazole-5-carboxylic acid hydrazide). Yield: 15.0%. As a reaction SMILES: C[O:2][C:3]([C:5]1[CH:23]=[CH:22][C:8]2[NH:9][C:10]([CH2:12][O:13][C:14]3[CH:19]=[CH:18][C:17]([Cl:20])=[CH:16][C:15]=3[Cl:21])=[N:11][C:7]=2[CH:6]=1)=O.O.[NH2:25][NH2:26].O>C(OCC)(=O)C>[Cl:21][C:15]1[CH:16]=[C:17]([Cl:20])[CH:18]=[CH:19][C:14]=1[O:13][CH2:12][C:10]1[NH:9][C:8]2[CH:22]=[CH:23][C:5]([C:3]([NH:25][NH2:26])=[O:2])=[CH:6][C:7]=2[N:11]=1 |f:1.2|. Reported procedure: 2-(2,4-dichloro-phenoxymethyl)-1H-benzoimidazole-5-carboxylic acid methyl ester (20 mg, 0.057 mmol) and hydrazine hydrate 0.2 ml was heated to reflux until reaction completion, then put cool water, diluted with ethyl acetate. The organic phase was separated, washed with brine and water, dried over anhydrous MgSO4. The resultant crude was filtered and concentrated under reduced pressure to afford 2-(2,4-dichloro-phenoxymethyl)-1H-benzoimidazole-5-carboxylic acid hydrazide as a solid (3 mg, 15% yi...